From a dataset of the Open Reaction Database (ORD), a public repository of structured organic reaction records. describe an organic reaction: reactants, conditions, products, and yield Reactants: FC=1C=C(N)C=CC1 (3-Fluoro-aniline), O=C1C(CCC1)C#N (2-Oxo-cyclopentane-carbonitrile), [Cl-].[Ca+2].[Cl-] (calcium chloride). Yields the product FC=1C=C(C=CC1)NC1=C(CCC1)C#N (2-(3'-Fluorophenyl) amino-cyclopentene-1-carbonitrile). As a reaction SMILES: [F:1][C:2]1[CH:3]=[C:4]([CH:6]=[CH:7][CH:8]=1)[NH2:5].O=[C:10]1[CH2:14][CH2:13][CH2:12][CH:11]1[C:15]#[N:16].[Cl-].[Ca+2].[Cl-]>>[F:1][C:2]1[CH:3]=[C:4]([NH:5][C:10]2[CH2:14][CH2:13][CH2:12][C:11]=2[C:15]#[N:16])[CH:6]=[CH:7][CH:8]=1 |f:2.3.4|. Procedure details: 3-Fluoro-aniline (Aldrich Chemicals) (4.6 g, 41 mmol), cyano-ketone (Example 11) (4.4 g, 40 mmol), calcium chloride (5.0 g, 45 mmol) and T.H.F. (60 ml) were heated under reflux for 17 hours. After being allowed to cool, the mixture was filtered and the solvent evaporated. Kugelrohr distillation (125° C., 0.02 mm Hg) gave the product as a pale yellow powder. Starting materials: C1COCCO1, COc1ccc(S(=O)(=O)c2ccc3c(c2)C2OC2(C)C(C)(C)O3)cc1OC, Cn1nc(O)ccc1=O, c1ccncc1. The product is COc1ccc(S(=O)(=O)c2ccc3c(c2)C(Oc2ccc(=O)n(C)n2)C(C)(O)C(C)(C)O3)cc1OC. As a reaction SMILES: [CH2:43]1[O:44][CH2:45][CH2:46][O:47][CH2:48]1.[CH3:1][O:2][c:3]1[cH:4][c:5]([S:11](=[O:12])(=[O:13])[c:14]2[cH:15][c:16]3[c:17]([cH:26][cH:27]2)[O:18][C:19]([CH3:24])([CH3:25])[C:20]2([CH3:23])[CH:21]3[O:22]2)[cH:6][cH:7][c:8]1[O:9][CH3:10].[CH3:28][n:29]1[n:30][c:31]([OH:36])[cH:32][cH:33][c:34]1=[O:35].[cH:37]1[cH:38][cH:39][n:40][cH:41][cH:42]1>>[CH3:1][O:2][c:3]1[cH:4][c:5]([S:11](=[O:12])(=[O:13])[c:14]2[cH:15][c:16]3[c:17]([cH:26][cH:27]2)[O:18][C:19]([CH3:24])([CH3:25])[C:20]([OH:22])([CH3:23])[CH:21]3[O:36][c:31]2[n:30][n:29]([CH3:28])[c:34](=[O:35])[cH:33][cH:32]2)[cH:6][cH:7][c:8]1[O:9][CH3:10]. Reactants: COC(CN(C(C(=O)OC)=O)C1=C(C=CC=C1)C(CCC1CCN(CC1)CC1=CN=C(S1)C1=NC=CC=C1)=O)OC (Methyl 2-((2,2-dimethoxyethyl)(2-(3-(1-((2-(pyridin-2-yl)thiazol-5-yl)methyl)piperidin-4-yl)propanoyl)phenyl)amino)-2-oxoacetate), C([O-])([O-])=O.[K+].[K+] (potassium carbonate). Run in CO (methanol). Run at time 8 hour. Yields the product COC(CN1C(=C(C(C2=CC=CC=C12)=O)CC1CCN(CC1)CC1=CN=C(S1)C1=NC=CC=C1)C(=O)OC)OC (Methyl 1-(2,2-dimethoxyethyl)-4-oxo-3-((1-((2-(pyridin-2-yl)thiazol-5-yl)methyl)piperidin-4-yl)methyl)-1,4-dihydroquinoline-2-carboxylate). Isolated yield 90.0%. Reaction SMILES: [CH3:1][O:2][CH:3]([O:40][CH3:41])[CH2:4][N:5]([C:12]1[CH:17]=[CH:16][CH:15]=[CH:14][C:13]=1[C:18](=[O:39])[CH2:19][CH2:20][CH:21]1[CH2:26][CH2:25][N:24]([CH2:27][C:28]2[S:32][C:31]([C:33]3[CH:38]=[CH:37][CH:36]=[CH:35][N:34]=3)=[N:30][CH:29]=2)[CH2:23][CH2:22]1)[C:6](=O)[C:7]([O:9][CH3:10])=[O:8].C(=O)([O-])[O-].[K+].[K+]>CO>[CH3:1][O:2][CH:3]([O:40][CH3:41])[CH2:4][N:5]1[C:12]2[C:13](=[CH:14][CH:15]=[CH:16][CH:17]=2)[C:18](=[O:39])[C:19]([CH2:20][CH:21]2[CH2:22][CH2:23][N:24]([CH2:27][C:28]3[S:32][C:31]([C:33]4[CH:38]=[CH:37][CH:36]=[CH:35][N:34]=4)=[N:30][CH:29]=3)[CH2:25][CH2:26]2)=[C:6]1[C:7]([O:9][CH3:10])=[O:8] |f:1.2.3|. Reported procedure: The compound prepared in Example 324 (0.390 g) was suspended in methanol (7 mL) and potassium carbonate (0.093 g) added. The reaction mixture was stirred at room temperature overnight. The reaction mixture was concentrated under reduced pressure to afford the crude material, which was partitioned between ethyl acetate and water. The organics were washed with brine, dried over magnesium sulfate, filtered and concentrated under reduced pressure to afford the crude product, which was purified by fl...